Task: describe an organic reaction: reactants, conditions, products, and yield. Dataset: the Open Reaction Database (ORD), a public repository of structured organic reaction records The reactants are NCCN1C=2C3CCC(C2C=C1C(=O)OCC)C3 (ethyl 3-(2-aminoethyl)-3-azatricyclo[5.2.1.02,6]deca-2(6),4-diene-4-carboxylate), C[O-].[Na+] (sodium meth-oxide). Run in C(C)O (ethanol). Run at temperature 65 celsius. The product is C12C=3N4CCNC(C4=CC3C(CC1)C2)=O (3,6-Diazatetracyclo[9.2.1.02,10.03,8]tetradeca-2(10),8-dien-7-one). Isolated yield 54.9%. RXN SMILES: [NH2:1][CH2:2][CH2:3][N:4]1[C:12]([C:13](OCC)=[O:14])=[CH:11][C:10]2[CH:9]3[CH2:18][CH:6]([CH2:7][CH2:8]3)[C:5]1=2.C[O-].[Na+]>C(O)C>[CH:6]12[CH2:18][CH:9]([CH2:8][CH2:7]1)[C:10]1[CH:11]=[C:12]3[N:4]([CH2:3][CH2:2][NH:1][C:13]3=[O:14])[C:5]2=1 |f:1.2|. Procedure: To a solution of ethyl 3-(2-aminoethyl)-3-azatricyclo[5.2.1.02,6]deca-2(6),4-diene-4-carboxylate (334e) (1.8 g, 7.2 mmol) in ethanol (40 mL) was added sodium meth-oxide (2.5 g, 36 mmol). The mixture was heated at 65° C. for 12 hours. It was then cooled to room temperature. The solvent was evaporated to dryness. The residue was purified by column chromatography eluting with 20:1 methylene chloride/methanol to give 334f as a brown solid (800 mg, 53%). MS: [M+H]+ 203. Reactants: C(C)(C)C1=C(C(=CC=C1)C(C)C)NS(=O)(=O)CC(=O)NC=1N=NN(N1)CCCCCCCCCCCC (2-(2,6-Diisopropyl-phenylsulfamoyl)-N-(dodecyl-2-H-tetrazol-5-yl)-acetamide), C(CCCCCCC)NCCCCCCCC (N,N-dioctylamine). Yields the product C(C)(C)C1=C(C(=CC=C1)C(C)C)NS(=O)(=O)CC(=O)N(CCCCCCCC)CCCCCCCC (2-(2,6-Diisopropylphenylsulfamoyl)-N,N-dioctylacetamide). Reaction SMILES: [CH:1]([C:4]1[CH:9]=[CH:8][CH:7]=[C:6]([CH:10]([CH3:12])[CH3:11])[C:5]=1[NH:13][S:14]([CH2:17][C:18](NC1N=NN(CCCCCCCCCCCC)N=1)=[O:19])(=[O:16])=[O:15])([CH3:3])[CH3:2].[CH2:38]([NH:46][CH2:47][CH2:48][CH2:49][CH2:50][CH2:51][CH2:52][CH2:53][CH3:54])[CH2:39][CH2:40][CH2:41][CH2:42][CH2:43][CH2:44][CH3:45]>>[CH:10]([C:6]1[CH:7]=[CH:8][CH:9]=[C:4]([CH:1]([CH3:3])[CH3:2])[C:5]=1[NH:13][S:14]([CH2:17][C:18]([N:46]([CH2:38][CH2:39][CH2:40][CH2:41][CH2:42][CH2:43][CH2:44][CH3:45])[CH2:47][CH2:48][CH2:49][CH2:50][CH2:51][CH2:52][CH2:53][CH3:54])=[O:19])(=[O:16])=[O:15])([CH3:11])[CH3:12]. Reported procedure: This compound was prepared in the same manner as for the title compound of Example 2, except that 2-DAT was replaced with N,N-dioctylamine, mp 107°-109° C. Reactants: CC(C)(C)[Si](C)(C)OC1CCOC1=O, CO, N. Product: CC(C)(C)[Si](C)(C)OC(CCO)C(N)=O. As a reaction SMILES: [C:1]([CH3:2])([CH3:3])([CH3:4])[Si:5]([O:6][CH:7]1[C:8](=[O:12])[O:9][CH2:10][CH2:11]1)([CH3:13])[CH3:14].[CH3:16][OH:17].[NH3:15]>>[C:1]([CH3:2])([CH3:3])([CH3:4])[Si:5]([O:6][CH:7]([C:8](=[O:12])[NH2:15])[CH2:11][CH2:10][OH:9])([CH3:13])[CH3:14].